Dataset: the Open Reaction Database (ORD), a public repository of structured organic reaction records. Task: describe an organic reaction: reactants, conditions, products, and yield The reactants are C1CCOC1, O=C(Cl)C(=O)Cl, O=C(O)c1c(-c2ccccc2)c2cc(Br)ccc2c(=O)n1Cc1ccc2c(c1)OCO2, CN(C)C=O. The product is O=C(Cl)c1c(-c2ccccc2)c2cc(Br)ccc2c(=O)n1Cc1ccc2c(c1)OCO2. As a reaction SMILES: [CH2:43]1[O:44][CH2:45][CH2:46][CH2:47]1.[Cl:32][C:33]([C:34]([Cl:35])=[O:36])=[O:37].[O:1]1[CH2:2][O:3][c:4]2[c:5]1[cH:6][cH:7][c:8]([CH2:10][n:11]1[c:12](=[O:31])[c:13]3[cH:14][cH:15][c:16]([Br:30])[cH:17][c:18]3[c:19](-[c:24]3[cH:25][cH:26][cH:27][cH:28][cH:29]3)[c:20]1[C:21](=[O:22])[OH:23])[cH:9]2.[O:38]=[CH:39][N:40]([CH3:41])[CH3:42]>>[O:1]1[CH2:2][O:3][c:4]2[c:5]1[cH:6][cH:7][c:8]([CH2:10][n:11]1[c:12](=[O:31])[c:13]3[cH:14][cH:15][c:16]([Br:30])[cH:17][c:18]3[c:19](-[c:24]3[cH:25][cH:26][cH:27][cH:28][cH:29]3)[c:20]1[C:21](=[O:22])[Cl:32])[cH:9]2. Reactants: C1=CN(C=N1)C(=O)N2C=CN=C2 (CDI), C(C)(C)(C)C1=NN(C(=C1)N)C1=CC=C(C=C1)C (3-tert-butyl-1-p-tolyl-1H-pyrazol-5-amine), solution, NC1=CC=C(C2=CC=CC=C12)OC1=CC(=NC=C1)NC(=O)N1CCCC1 (N-(4-(4-aminonaphthalen-1-yloxy)pyridin-2-yl)pyrrolidine-1-carboxamide). The solvent is C(Cl)Cl (DCM), C(Cl)Cl (DCM). Run at time 20 minute. Product: C(C)(C)(C)C1=NN(C(=C1)NC(NC1=CC=C(C2=CC=CC=C12)OC1=CC(=NC=C1)NC(=O)N1CCCC1)=O)C1=CC=C(C=C1)C (N-(4-(4-(3-(3-tert-Butyl-1-p-tolyl-1H-pyrazol-5-yl)ureido)naphthalen-1-yloxy)pyridin-2-yl)pyrrolidine-1-carboxamide). As a reaction SMILES: C1N=CN([C:6](N2C=NC=C2)=[O:7])C=1.[C:13]([C:17]1[CH:21]=[C:20]([NH2:22])[N:19]([C:23]2[CH:28]=[CH:27][C:26]([CH3:29])=[CH:25][CH:24]=2)[N:18]=1)([CH3:16])([CH3:15])[CH3:14].[NH2:30][C:31]1[C:40]2[C:35](=[CH:36][CH:37]=[CH:38][CH:39]=2)[C:34]([O:41][C:42]2[CH:47]=[CH:46][N:45]=[C:44]([NH:48][C:49]([N:51]3[CH2:55][CH2:54][CH2:53][CH2:52]3)=[O:50])[CH:43]=2)=[CH:33][CH:32]=1>C(Cl)Cl>[C:13]([C:17]1[CH:21]=[C:20]([NH:22][C:6](=[O:7])[NH:30][C:31]2[C:40]3[C:35](=[CH:36][CH:37]=[CH:38][CH:39]=3)[C:34]([O:41][C:42]3[CH:47]=[CH:46][N:45]=[C:44]([NH:48][C:49]([N:51]4[CH2:55][CH2:54][CH2:53][CH2:52]4)=[O:50])[CH:43]=3)=[CH:33][CH:32]=2)[N:19]([C:23]2[CH:24]=[CH:25][C:26]([CH3:29])=[CH:27][CH:28]=2)[N:18]=1)([CH3:16])([CH3:15])[CH3:14]. Reported procedure: A solution of Intermediate K2 (110 mg, 0.29 mmol) in MeOH (20 mL) containing AcOH (4 drops) was subjected to hydrogenation by passage through a Thales H-cube (1.0 mL min−1, 25° C., 70 mm 10% Pt/C Cat-Cart, full hydrogen mode) and was then evaporated in vacuo. The crude product was partitioned between DCM (20 mL) and aqueous NaHCO3 (10 mL) and the organic layer was washed with brine (10 mL) and evaporated in vacuo to afford N-(4-(4-aminonaphthalen-1-yloxy)pyridin-2-yl)pyrrolidine-1-carboxamide as... Reactants: C(N)(=O)CC(C(=O)OC)C (methyl 3-carbamoylisobutyrate), Example 3 ( 3 ), C(=O)OCC (ethyl formate). Yields the product COC(CC(C(=O)OCC)C)=O (methylsuccinic acid ethyl methyl ester), C(=O)N (formamide). Reaction SMILES: [CH:1]([O:3][CH2:4][CH3:5])=[O:2].[C:6]([CH2:9][CH:10](C)[C:11]([O:13][CH3:14])=[O:12])(=[O:8])[NH2:7]>>[CH3:14][O:13][C:11](=[O:12])[CH2:10][CH:9]([CH3:6])[C:1]([O:3][CH2:4][CH3:5])=[O:2].[CH:6]([NH2:7])=[O:8]. Procedure: The procedure in Example 3 (3) was repeated except that ethyl formate was used in place of methyl formate. As a result, the conversion of methyl 3-carbamoylisobutyrate was 83.7% and there were obtained methylsuccinic acid ethyl methyl ester at a selectivity of 99.8% and formamide at a selectivity of 98.6%, each based on the reacted methyl 3-carbamoylisobutyrate. The reactants are FC=1C=CC(=NC1)C1=NOC=C1/C=C/C=1SC(=C(N1)C)C(=O)O (2-{(E)-2-[3-(5-fluoro-pyridin-2-yl)-isoxazol-4-yl]-vinyl}-4-methyl-thiazole-5-carboxylic acid), NCC1CC1 (aminomethylcyclopropane). Yields the product C1(CC1)CNC(=O)C1=C(N=C(S1)\C=C\C=1C(=NOC1)C1=NC=C(C=C1)F)C (2-{(E)-2-[3-(5-Fluoro-pyridin-2-yl)-isoxazol-4-yl]-vinyl}-4-methyl-thiazole-5-carboxylic acid cyclopropylmethyl-amide). Yield: 44.0%. RXN SMILES: [F:1][C:2]1[CH:3]=[CH:4][C:5]([C:8]2[C:12](/[CH:13]=[CH:14]/[C:15]3[S:16][C:17]([C:21]([OH:23])=O)=[C:18]([CH3:20])[N:19]=3)=[CH:11][O:10][N:9]=2)=[N:6][CH:7]=1.[NH2:24][CH2:25][CH:26]1[CH2:28][CH2:27]1>>[CH:26]1([CH2:25][NH:24][C:21]([C:17]2[S:16][C:15](/[CH:14]=[CH:13]/[C:12]3[C:8]([C:5]4[CH:4]=[CH:3][C:2]([F:1])=[CH:7][N:6]=4)=[N:9][O:10][CH:11]=3)=[N:19][C:18]=2[CH3:20])=[O:23])[CH2:28][CH2:27]1. Procedure: As described for example 90 g, 2-{(E)-2-[3-(5-fluoro-pyridin-2-yl)-isoxazol-4-yl]-vinyl}-4-methyl-thiazole-5-carboxylic acid (99 mg, 0.3 mmol) was converted, using aminomethylcyclopropane instead of 4-aminotetrahydropyran, to the title compound (51 mg, 44%) which was obtained as an off white solid after purification by chromatography (silica, 0 to 100% ethyl acetate in heptane) and recrystallization from heptane/ethyl acetate. MS: m/e=385.1 [M+H]+. Reactants: CCO, [Na+], [OH-], O, CCOC(=O)CC(CCCO)c1ccc(NC(=O)Cc2ccc3nc(Nc4ccccc4C)oc3c2)cc1. The product is Cc1ccccc1Nc1nc2ccc(CC(=O)Nc3ccc(C(CCCO)CC(=O)O)cc3)cc2o1. RXN SMILES: [CH3:41][CH2:42][OH:43].[Na+:40].[OH-:39].[OH2:44].[OH:1][CH2:2][CH2:3][CH2:4][CH:5]([CH2:6][C:7](=[O:8])[O:9][CH2:10][CH3:11])[c:12]1[cH:13][cH:14][c:15]([NH:18][C:19]([CH2:20][c:21]2[cH:22][c:23]3[c:24]([n:25][c:26]([NH:28][c:29]4[c:30]([CH3:35])[cH:31][cH:32][cH:33][cH:34]4)[o:27]3)[cH:36][cH:37]2)=[O:38])[cH:16][cH:17]1>>[OH:1][CH2:2][CH2:3][CH2:4][CH:5]([CH2:6][C:7](=[O:8])[OH:9])[c:12]1[cH:13][cH:14][c:15]([NH:18][C:19]([CH2:20][c:21]2[cH:22][c:23]3[c:24]([n:25][c:26]([NH:28][c:29]4[c:30]([CH3:35])[cH:31][cH:32][cH:33][cH:34]4)[o:27]3)[cH:36][cH:37]2)=[O:38])[cH:16][cH:17]1.